This data is from the Open Reaction Database (ORD), a public repository of structured organic reaction records. The task is: describe an organic reaction: reactants, conditions, products, and yield Reactants: CC(C)[Si](C(C)C)(C(C)C)n1ccc2cc(Br)ccc21, [Li]C(C)(C)C, C1CCOC1, COC(=O)N1CCC(C=O)(c2ccccc2)C1. Yields the product COC(=O)N1CCC(c2ccccc2)(C(O)c2ccc3c(ccn3[Si](C(C)C)(C(C)C)C(C)C)c2)C1. As a reaction SMILES: [Br:6][c:7]1[cH:8][c:9]2[cH:10][cH:11][n:12]([Si:16]([CH:17]([CH3:18])[CH3:19])([CH:20]([CH3:21])[CH3:22])[CH:23]([CH3:24])[CH3:25])[c:13]2[cH:14][cH:15]1.[C:1]([Li:2])([CH3:3])([CH3:4])[CH3:5].[CH2:43]1[O:44][CH2:45][CH2:46][CH2:47]1.[CH3:26][O:27][C:28](=[O:29])[N:30]1[CH2:31][C:32]([c:35]2[cH:36][cH:37][cH:38][cH:39][cH:40]2)([CH:41]=[O:42])[CH2:33][CH2:34]1>>[c:7]1([CH:41]([C:32]2([c:35]3[cH:36][cH:37][cH:38][cH:39][cH:40]3)[CH2:31][N:30]([C:28]([O:27][CH3:26])=[O:29])[CH2:34][CH2:33]2)[OH:42])[cH:8][c:9]2[cH:10][cH:11][n:12]([Si:16]([CH:17]([CH3:18])[CH3:19])([CH:20]([CH3:21])[CH3:22])[CH:23]([CH3:24])[CH3:25])[c:13]2[cH:14][cH:15]1. Starting materials: C=1(C(=CC=CC1)C)C (xylene), C1=CC=CC=C1 (benzene), O (water), CC(=O)C (acetone). Run in C(Cl)(Cl)Cl (chloroform), N1=CC=CC=C1 (pyridine), C1(\C=C/C(=O)O1)=O (maleic anhydride). Yields the product C1(=CC=CC=C1O)C (cresol), C1(C(C=CC=C1)C)(C)O (xylenol). RXN SMILES: [OH2:1].CC(C)=[O:4].C1C=CC=CC=1.[C:12]1([CH3:19])[C:13]([CH3:18])=[CH:14][CH:15]=[CH:16][CH:17]=1>C1(=O)OC(=O)C=C1.N1C=CC=CC=1.C(Cl)(Cl)Cl>[C:12]1([CH3:19])[C:13]([OH:4])=[CH:14][CH:15]=[CH:16][CH:17]=1.[C:12]1([OH:1])([CH3:19])[CH:17]=[CH:16][CH:15]=[CH:14][CH:13]1[CH3:18]. Reported procedure: The resinous or gelous materials which were formed from phenol, hydroquinone, or p-benzoquinone by the reactions in Example 1 described above were practically insoluble not only in hot water but also in solvents such as acetone, benzene, xylene, chloroform, and pyridine, and were insoluble in molten maleic anhydride at 150° C. Incidentally, the resinous or gelatinous materials which were formed from cresol or xylenol were insoluble in hot water, but soluble in solvents such as acetone. These res...